describe an organic reaction: reactants, conditions, products, and yield From a dataset of the Open Reaction Database (ORD), a public repository of structured organic reaction records. Starting materials: O (water), CN(C=O)C (dimethylformamide), S(=O)(Cl)Cl (thionyl chloride), C(C)(=O)O[C@H]1[C@@H](O[C@@H](C1)COC(C)=O)N1C=NC=2C(O)=NC=NC12 (2′,5′-di-O-acetyl-3′-deoxyinosine). Solvent: C(Cl)Cl (methylene chloride). Reaction conditions: temperature 0 celsius. Product: ClC1=C2N=CN(C2=NC=N1)[C@H]1[C@H](OC(C)=O)C[C@H](O1)COC(C)=O (6-chloro-9-(2,5-di-O-acetyl-3-deoxy-β-D-erythro-pentofuranosyl)-9H-purine). Isolated yield 89.9%. As a reaction SMILES: [C:1]([O:4][C@@H:5]1[CH2:9][C@@H:8]([CH2:10][O:11][C:12](=[O:14])[CH3:13])[O:7][C@H:6]1[N:15]1[C:24]2[N:23]=[CH:22][N:21]=[C:19](O)[C:18]=2[N:17]=[CH:16]1)(=[O:3])[CH3:2].CN(C)C=O.S(Cl)([Cl:32])=O.O>C(Cl)Cl>[Cl:32][C:19]1[N:21]=[CH:22][N:23]=[C:24]2[C:18]=1[N:17]=[CH:16][N:15]2[C@@H:6]1[O:7][C@H:8]([CH2:10][O:11][C:12](=[O:14])[CH3:13])[CH2:9][C@H:5]1[O:4][C:1](=[O:3])[CH3:2]. Procedure: 32.7 g (97.2 mmols) of 2′,5′-di-O-acetyl-3′-deoxyinosine was suspended in 449 ml of methylene chloride in a 1-liter reactor, to which were added 30.1 ml (389 mmols) of dimethylformamide and 28.0 ml (389 mmols) of thionyl chloride, and reacted for about 7 hours while heating under reflux. The reaction mixture was cooled to 0° C., and then dropwise added to 500 ml of water that had been cooled at 0° C. to stop the reaction. The reaction mixture was separated into layers, and the organic layer was ... Starting materials: C(C)(CC)C1=NC=CC2=CC=CC=C12 (1-sec-Butylisoquinoline), OCNC(C(Cl)Cl)=O (N-hydroxymethyl dichloroacetamide). Yields the product C(C)(CC)C1=NC=CC2=C(C=CC=C12)CNC(C(Cl)Cl)=O (1-sec-butyl-5-dichloroacetylaminomethylisoquinoline). As a reaction SMILES: [CH:1]([C:5]1[C:14]2[C:9](=[CH:10][CH:11]=[CH:12][CH:13]=2)[CH:8]=[CH:7][N:6]=1)([CH2:3][CH3:4])[CH3:2].O[CH2:16][NH:17][C:18](=[O:22])[CH:19]([Cl:21])[Cl:20]>>[CH:1]([C:5]1[C:14]2[C:9](=[C:10]([CH2:16][NH:17][C:18](=[O:22])[CH:19]([Cl:21])[Cl:20])[CH:11]=[CH:12][CH:13]=2)[CH:8]=[CH:7][N:6]=1)([CH2:3][CH3:4])[CH3:2]. Procedure details: 1-sec-Butylisoquinoline and N-hydroxymethyl dichloroacetamide were reacted in the same way as in step (b) of Example 18 to afford 1-sec-butyl-5-dichloroacetylaminomethylisoquinoline. The product was reacted successively in the same way as in steps (c), (d), (e) and (f) of Example 18 to obtain 1-sec-butylisoquinoline-5-acetonitrile. The product was treated in the same way as in Example 3 to afford 1-sec-butylisoquinoline-5-acetic acid as an oil. Starting materials: C(C)[Mg]Br (Ethylmagnesium bromide), ClC1=NC(=NC(=C1N)Cl)C (4,6-dichloro-2-methylpyrimidin-5-amine), O1CCCC1 (tetrahydrofuran). Reagents/catalysts: Cl[Ni]1([P](CCC[P](C2=CC=CC=C2)1C3=CC=CC=C3)(C4=CC=CC=C4)C5=CC=CC=C5)Cl ([1,3-bis(diphenylphosphino)propane]dichloronickel(II)). Run at time 4 hour. Product: C(C)C1=NC(=NC(=C1N)CC)C (4,6-Diethyl-2-methylpyrimidin-5-amine). As a reaction SMILES: [CH2:1]([Mg]Br)[CH3:2].Cl[C:6]1[C:11]([NH2:12])=[C:10](Cl)[N:9]=[C:8]([CH3:14])[N:7]=1.O1CC[CH2:17][CH2:16]1>Cl[Ni]1(Cl)[P](C2C=CC=CC=2)(C2C=CC=CC=2)CCC[P]1(C1C=CC=CC=1)C1C=CC=CC=1>[CH2:16]([C:6]1[C:11]([NH2:12])=[C:10]([CH2:1][CH3:2])[N:9]=[C:8]([CH3:14])[N:7]=1)[CH3:17] |^1:22,38|. Procedure: Ethylmagnesium bromide (3.0 M solution in diethyl ether, 100 mL, 300 mmol) was added to a stirred suspension of 4,6-dichloro-2-methylpyrimidin-5-amine (10.7 g, 60.1 mmol) and [1,3-bis(diphenylphosphino)propane]dichloronickel(II) (3.26 g, 6.01 mmol) in tetrahydrofuran (400 mL) at 0° C., and the mixture was stirred at room temperature for 4 hr. The reaction was quenched by water, acidified by 1N hydrochloric acid and extracted with ethyl acetate. The aqueous layer was neutralized by 1N sodium hydr... Starting materials: COC=1C=C(C=CC1)C1CN(C2=CC=CC=C12)C(=O)C1CC2=C(N=CN2)CC1 (5-[3-(3-methoxyphenyl)indolin-1-ylcarbonyl]-4,5,6,7-tetrahydrobenzimidazole), ice water, ClCCl (dichloromethane), B(Br)(Br)Br (boron tribromide), C(O)([O-])=O.[Na+] (sodium hydrogen carbonate). The solvent is C(Cl)(Cl)Cl (chloroform). Conditions: temperature -78 celsius, time 3 hour. The product is OC=1C=C(C=CC1)C1CN(C2=CC=CC=C12)C(=O)C1CC2=C(N=CN2)CC1 (5-[3-(3-hydroxyphenyl)indolin-1-ylcarbonyl]-4,5,6,7-tetrahydrobenzimidazole). The yield is 76.1%. Reaction SMILES: C[O:2][C:3]1[CH:4]=[C:5]([CH:9]2[C:17]3[C:12](=[CH:13][CH:14]=[CH:15][CH:16]=3)[N:11]([C:18]([CH:20]3[CH2:28][CH2:27][C:23]4[N:24]=[CH:25][NH:26][C:22]=4[CH2:21]3)=[O:19])[CH2:10]2)[CH:6]=[CH:7][CH:8]=1.ClCCl.B(Br)(Br)Br.C(=O)([O-])O.[Na+]>C(Cl)(Cl)Cl>[OH:2][C:3]1[CH:4]=[C:5]([CH:9]2[C:17]3[C:12](=[CH:13][CH:14]=[CH:15][CH:16]=3)[N:11]([C:18]([CH:20]3[CH2:28][CH2:27][C:23]4[N:24]=[CH:25][NH:26][C:22]=4[CH2:21]3)=[O:19])[CH2:10]2)[CH:6]=[CH:7][CH:8]=1 |f:3.4|. Procedure details: In 9 ml of chloroform, 300 mg of the optically active 5-[3-(3-methoxyphenyl]indolin-1-ylcarbonyl!-4,5,6,7-tetrahydrobenzimidazole obtained in Example 24 was solved. This solution and 3.1 ml of a 1.0M dichloromethane solution of boron tribromide added thereto in a stream of argon at -78° C. were together stirred at -78° C. for three hours and further at normal room temperature for three hours. The resultant reaction solution was poured into ice water, neutralized with an aqueous sodium hydrogen c... The reactants are C(C1=CC=CC=C1)OC(CN1C(C=C(C1)OCC1=CC=CC=C1)=O)=O (4-benzyloxy-3-pyrrolin-2-on-1-yl acetic acid benzyl ester), N (NH3). The solvent is CO (methanol). The product is C(C1=CC=CC=C1)OC1=CC(N(C1)CC(=O)N)=O (4-benzyloxy-3-pyrrolin-2-on-1-yl acetamide). RXN SMILES: C([O:8][C:9](=O)[CH2:10][N:11]1[CH2:15][C:14]([O:16][CH2:17][C:18]2[CH:23]=[CH:22][CH:21]=[CH:20][CH:19]=2)=[CH:13][C:12]1=[O:24])C1C=CC=CC=1.[NH3:26]>CO>[CH2:17]([O:16][C:14]1[CH2:15][N:11]([CH2:10][C:9]([NH2:26])=[O:8])[C:12](=[O:24])[CH:13]=1)[C:18]1[CH:23]=[CH:22][CH:21]=[CH:20][CH:19]=1. Reported procedure: 25.0 g of 4-benzyloxy-3-pyrrolin-2-on-1-yl acetic acid benzyl ester was dissolved in 500 ml of methanol and stirred at 40° C. with passing of gaseous NH3 for 5 hours. Then the reaction solution was evaporated and the residue was mixed with 50 ml of acetone. The precipitated crystals were filtered by suction and dried. 15.2 g of TLC pure product with a melting point of 174.5° to 175.5° C. was obtained. For the product: Reactants: C(C)OC(=O)C1=C(C2=C(C(=N1)C)N=C(S2)C2=CC=C(C=C2)F)O (2-(4-fluoro-phenyl)-7-hydroxy-4-methyl-thiazolo[4,5-c]pyridine-6-carboxylic acid ethyl ester), NCC(=O)O (glycine). Run in C[O-].[Na+].CO (sodium methoxide methanol). Product: FC1=CC=C(C=C1)C=1SC2=C(C(=NC(=C2O)C(=O)NCC(=O)O)C)N1 ({[2-(4-Fluoro-phenyl)-7-hydroxy-4-methyl-thiazolo[4,5-c]pyridine-6-carbonyl]-amino}-acetic acid). The yield is 81.7%. As a reaction SMILES: C(O[C:4]([C:6]1[N:11]=[C:10]([CH3:12])[C:9]2[N:13]=[C:14]([C:16]3[CH:21]=[CH:20][C:19]([F:22])=[CH:18][CH:17]=3)[S:15][C:8]=2[C:7]=1[OH:23])=[O:5])C.[NH2:24][CH2:25][C:26]([OH:28])=[O:27]>C[O-].[Na+].CO>[F:22][C:19]1[CH:20]=[CH:21][C:16]([C:14]2[S:15][C:8]3[C:7]([OH:23])=[C:6]([C:4]([NH:24][CH2:25][C:26]([OH:28])=[O:27])=[O:5])[N:11]=[C:10]([CH3:12])[C:9]=3[N:13]=2)=[CH:17][CH:18]=1 |f:2.3.4|. Reported procedure: A mixture of 2-(4-fluoro-phenyl)-7-hydroxy-4-methyl-thiazolo[4,5-c]pyridine-6-carboxylic acid ethyl ester (70 mg, 0.21 mmol) and glycine (317 mg, 4.23 mmol) in 0.5 M sodium methoxide/methanol (8 mL) was refluxed for four days before it was cooled to room temperature and concentrated in vacuo. The residue was dissolved in water (25 mL) and extracted twice with dichloromethane. The remaining aqueous layer was acidified to pH=3 with 1N HCl (6 mL). The solid precipitate was filtered, washed with wat...